Dataset: the Open Reaction Database (ORD), a public repository of structured organic reaction records. Task: describe an organic reaction: reactants, conditions, products, and yield RXN SMILES: [CH2:22]([c:23]1[cH:24][cH:25][cH:26][cH:27][cH:28]1)[CH:29]1[O:30][CH2:31]1.[NH:1]1[CH2:2][C:3]2([CH2:4][S:5][C:6]3=[C:7]([O:8]2)[c:9]2[cH:10][cH:11][cH:12][cH:13][c:14]2[C:15](=[O:18])[C:16]3=[O:17])[CH2:19][CH2:20][CH2:21]1>>[N:1]1([CH2:31][CH:29]([CH2:22][c:23]2[cH:24][cH:25][cH:26][cH:27][cH:28]2)[OH:30])[CH2:2][C:3]2([CH2:4][S:5][C:6]3=[C:7]([O:8]2)[c:9]2[cH:10][cH:11][cH:12][cH:13][c:14]2[C:15](=[O:18])[C:16]3=[O:17])[CH2:19][CH2:20][CH2:21]1. Product: O=C1C(=O)c2ccccc2C2=C1SCC1(CCCN(CC(O)Cc3ccccc3)C1)O2. The reactants are c1ccc(CC2CO2)cc1, O=C1C(=O)c2ccccc2C2=C1SCC1(CCCNC1)O2. Starting materials: CC1=CC=C(C=C1)S(=O)(=O)OCC1OC2=C(C1)C=CC=C2OS(=O)(=O)C(F)(F)F ((±)-(7-{[(trifluoromethyl)sulfonyl]oxy}-2,3-dihydro-1-benzofuran-2-yl)methyl 4-methylbenzenesulfonate), Intermediate 50, ClC=1C=C(C=C(C1)Cl)B(O)O (3,5-dichlorophenylboronic acid), P(=O)([O-])([O-])[O-].[K+].[K+].[K+] (potassium phosphate). Reagents/catalysts: C=1C=CC(=CC1)[P](C=2C=CC=CC2)(C=3C=CC=CC3)[Pd]([P](C=4C=CC=CC4)(C=5C=CC=CC5)C=6C=CC=CC6)([P](C=7C=CC=CC7)(C=8C=CC=CC8)C=9C=CC=CC9)[P](C=1C=CC=CC1)(C=1C=CC=CC1)C=1C=CC=CC1 (tetrakis(triphenylphosphine)palladium(0)). Yields the product CC1=CC=C(C=C1)S(=O)(=O)OCC1OC2=C(C1)C=CC=C2C2=CC(=CC(=C2)Cl)Cl ((±)-[7-(3,5-dichlorophenyl)-2,3-dihydro-1-benzofuran-2-yl]methyl 4-methylbenzenesulfonate). The yield is 14.7%. Reaction SMILES: [CH3:1][C:2]1[CH:7]=[CH:6][C:5]([S:8]([O:11][CH2:12][CH:13]2[CH2:17][C:16]3[CH:18]=[CH:19][CH:20]=[C:21](OS(C(F)(F)F)(=O)=O)[C:15]=3[O:14]2)(=[O:10])=[O:9])=[CH:4][CH:3]=1.[Cl:30][C:31]1[CH:32]=[C:33](B(O)O)[CH:34]=[C:35]([Cl:37])[CH:36]=1.P([O-])([O-])([O-])=O.[K+].[K+].[K+]>C1C=CC([P]([Pd]([P](C2C=CC=CC=2)(C2C=CC=CC=2)C2C=CC=CC=2)([P](C2C=CC=CC=2)(C2C=CC=CC=2)C2C=CC=CC=2)[P](C2C=CC=CC=2)(C2C=CC=CC=2)C2C=CC=CC=2)(C2C=CC=CC=2)C2C=CC=CC=2)=CC=1>[CH3:1][C:2]1[CH:3]=[CH:4][C:5]([S:8]([O:11][CH2:12][CH:13]2[CH2:17][C:16]3[CH:18]=[CH:19][CH:20]=[C:21]([C:33]4[CH:32]=[C:31]([Cl:30])[CH:36]=[C:35]([Cl:37])[CH:34]=4)[C:15]=3[O:14]2)(=[O:9])=[O:10])=[CH:6][CH:7]=1 |f:2.3.4.5,^1:52,54,73,92|. Reported procedure: Treatment of (±)-(7-{[(trifluoromethyl)sulfonyl]oxy}-2,3-dihydro-1-benzofuran-2-yl)methyl 4-methylbenzenesulfonate (1.5 g, 3.32 mmol) with 3,5-dichlorophenylboronic acid (0.95 g, 4.97 mmol), tetrakis(triphenylphosphine)palladium(0) (0.38 g, 0.33 mmol), and potassium phosphate (1.41 g, 6.64 mmol) generally according to the procedure described for Intermediate 50 provided 0.22 g (15%) of (±)-[7-(3,5-dichlorophenyl)-2,3-dihydro-1-benzofuran-2-yl]methyl 4-methylbenzenesulfonate as a white solid. Rf=... Starting materials: CCN(CC)C(=O)NC1CC2c3c(C(N)=O)ccc4[nH]cc(c34)CC2N(C)C1, ClC(Cl)Cl, [K+], [OH-], O=P(Cl)(Cl)Cl. Yields the product CCN(CC)C(=O)NC1CC2c3c(C#N)ccc4[nH]cc(c34)CC2N(C)C1. Reaction SMILES: [CH2:1]([CH3:2])[N:3]([C:4]([NH:5][CH:6]1[CH2:7][N:8]([CH3:25])[CH:9]2[CH2:10][c:11]3[cH:12][nH:13][c:14]4[cH:15][cH:16][c:17]([C:22](=[O:23])[NH2:24])[c:18]([c:21]34)[CH:19]2[CH2:20]1)=[O:26])[CH2:27][CH3:28].[CH:36]([Cl:37])([Cl:38])[Cl:39].[K+:35].[OH-:34].[P:29]([Cl:30])([Cl:31])([Cl:32])=[O:33]>>[CH2:1]([CH3:2])[N:3]([C:4]([NH:5][CH:6]1[CH2:7][N:8]([CH3:25])[CH:9]2[CH2:10][c:11]3[cH:12][nH:13][c:14]4[cH:15][cH:16][c:17]([C:22]#[N:24])[c:18]([c:21]34)[CH:19]2[CH2:20]1)=[O:26])[CH2:27][CH3:28]. Reactants: NC=1C(=NC(=C(C1C(=O)OCC)C(=O)OCC)Cl)C1=CC=C(C=C1)OC (3-amino-6-chloro-4,5-diethoxycarbonyl-2-(4-methoxyphenyl)pyridine), O.NN (hydrazine monohydrate). Reaction conditions: temperature 100 celsius. Product: NC1=C(N=C(C=2C(NNC(C21)=O)=O)Cl)C2=CC=C(C=C2)OC (8-Amino-5-chloro-7-(4-methoxyphenyl)pyrido[3,4-d]pyridazine-1,4-(2H,3H)dione). As a reaction SMILES: [NH2:1][C:2]1[C:3]([C:19]2[CH:24]=[CH:23][C:22]([O:25][CH3:26])=[CH:21][CH:20]=2)=[N:4][C:5]([Cl:18])=[C:6]([C:13](OCC)=[O:14])[C:7]=1[C:8](OCC)=[O:9].O.[NH2:28][NH2:29]>>[NH2:1][C:2]1[C:7]2[C:8](=[O:9])[NH:29][NH:28][C:13](=[O:14])[C:6]=2[C:5]([Cl:18])=[N:4][C:3]=1[C:19]1[CH:24]=[CH:23][C:22]([O:25][CH3:26])=[CH:21][CH:20]=1 |f:1.2|. Procedure details: To 210 mg of 3-amino-6-chloro-4,5-diethoxycarbonyl-2-(4-methoxyphenyl)pyridine was added 3 ml of hydrazine monohydrate, and the mixture was heated at 100° C. in a stream of nitrogen for 30 minutes. After solvent was distilled off, the resulting crystals were collected by filtration with ethanol. Water was added to the crystals, and the mixture was neutralized with 1N hydrochloric acid, followed by collection of the crystals by filtration. Reactants: ClCCl, Cc1cc(C)c(Nc2nc3cccc(CO)c3s2)c(C)c1, BrP(Br)Br, c1ccncc1. Product: Cc1cc(C)c(Nc2nc3cccc(CBr)c3s2)c(C)c1. Reaction SMILES: [Cl:32][CH2:33][Cl:34].[OH:1][CH2:2][c:3]1[cH:4][cH:5][cH:6][c:7]2[n:8][c:9]([NH:12][c:13]3[c:14]([CH3:21])[cH:15][c:16]([CH3:20])[cH:17][c:18]3[CH3:19])[s:10][c:11]12.[P:28]([Br:29])([Br:30])[Br:31].[cH:22]1[cH:23][cH:24][n:25][cH:26][cH:27]1>>[CH2:2]([c:3]1[cH:4][cH:5][cH:6][c:7]2[n:8][c:9]([NH:12][c:13]3[c:14]([CH3:21])[cH:15][c:16]([CH3:20])[cH:17][c:18]3[CH3:19])[s:10][c:11]12)[Br:29]. The reactants are O=C([O-])[O-], CN(C)C=O, CCOC(=O)N(C)CCCl, [K+], [K+], Oc1ccc(Oc2ccccc2)cc1, O. Yields the product CCOC(=O)N(C)CCOc1ccc(Oc2ccccc2)cc1. RXN SMILES: [C:25](=[O:26])([O-:27])[O-:28].[CH3:32][N:33]([CH3:34])[CH:35]=[O:36].[Cl:15][CH2:16][CH2:17][N:18]([C:19]([O:20][CH2:21][CH3:22])=[O:23])[CH3:24].[K+:29].[K+:30].[O:1]([c:2]1[cH:3][cH:4][cH:5][cH:6][cH:7]1)[c:8]1[cH:9][cH:10][c:11]([OH:14])[cH:12][cH:13]1.[OH2:31]>>[O:1]([c:2]1[cH:3][cH:4][cH:5][cH:6][cH:7]1)[c:8]1[cH:9][cH:10][c:11]([O:14][CH2:16][CH2:17][N:18]([C:19]([O:20][CH2:21][CH3:22])=[O:23])[CH3:24])[cH:12][cH:13]1. Reactants: C1(=CC=CC=C1)C(C)NC=1C=C(C=CC1C(C(F)(F)F)=O)N1CCN(CC1)C(=O)OC(C)(C)C (t-butyl 4-(3-(1-phenylethylamino)-4-(2,2,2-trifluoroacetyl)phenyl)piperazine-1-carboxylate), Cl (HCl). The solvent is ClCCl (dichloromethane), C(C)OCC (diethyl ether). Conditions: time 2 hour. The product is Cl.C1(=CC=CC=C1)[C@@H](C)NC1=C(C=CC(=C1)N1CCNCC1)C(C(F)(F)F)=O ((R)-1-(2-(1-Phenylethylamino)-4-(piperazin-1-yl)phenyl)-2,2,2-trifluoroethanone hydrochloride). The yield is 72.0%. Reaction SMILES: [C:1]1([CH:7]([NH:9][C:10]2[CH:11]=[C:12]([N:22]3[CH2:27][CH2:26][N:25](C(OC(C)(C)C)=O)[CH2:24][CH2:23]3)[CH:13]=[CH:14][C:15]=2[C:16](=[O:21])[C:17]([F:20])([F:19])[F:18])[CH3:8])[CH:6]=[CH:5][CH:4]=[CH:3][CH:2]=1.[ClH:35]>ClCCl.C(OCC)C>[ClH:35].[C:1]1([C@H:7]([NH:9][C:10]2[CH:11]=[C:12]([N:22]3[CH2:23][CH2:24][NH:25][CH2:26][CH2:27]3)[CH:13]=[CH:14][C:15]=2[C:16](=[O:21])[C:17]([F:20])([F:18])[F:19])[CH3:8])[CH:6]=[CH:5][CH:4]=[CH:3][CH:2]=1 |f:4.5|. Reported procedure: To a solution of t-butyl 4-(3-(1-phenylethylamino)-4-(2,2,2-trifluoroacetyl)phenyl)piperazine-1-carboxylate (50 mg, 0.1 mmol) in dry dichloromethane (1.0 mL) was added a saturated solution of HCl in diethyl ether (20 mL). The reaction mixture was stirred for 2 h. The solvent was removed by rotary evaporation to afford the title compound (31 mg, 72% yield). 1H NMR (400 MHz, CD3OD): δ 7.63 (d, 1H), 7.36 (m, 5H), 6.36 (d, 1H), 5.86 (s, 1H), 4.75 (m, 1H), 3.52 (m, 2H), 3.45 (m, 2H), 3.17 (m, 4H), 1....